From a dataset of the Open Reaction Database (ORD), a public repository of structured organic reaction records. describe an organic reaction: reactants, conditions, products, and yield Reaction SMILES: [C:1]([CH3:2])([CH3:3])([CH3:4])[O:5][C:6]([NH:7][CH2:8][CH2:9][CH:10]([CH3:11])[N:12]1[CH2:13][CH2:14][CH:15]([NH:18][CH2:19][c:20]2[cH:21][s:22][cH:23][cH:24]2)[CH2:16][CH2:17]1)=[O:25].[CH3:26][N:27]=[C:28]=[S:29].[Cl:30][CH2:31][Cl:32]>>[C:1]([CH3:2])([CH3:3])([CH3:4])[O:5][C:6]([NH:7][CH2:8][CH2:9][CH:10]([CH3:11])[N:12]1[CH2:13][CH2:14][CH:15]([N:18]([CH2:19][c:20]2[cH:21][s:22][cH:23][cH:24]2)[C:28]([NH:27][CH3:26])=[S:29])[CH2:16][CH2:17]1)=[O:25]. The reactants are CC(CCNC(=O)OC(C)(C)C)N1CCC(NCc2ccsc2)CC1, CN=C=S, ClCCl. Product: CNC(=S)N(Cc1ccsc1)C1CCN(C(C)CCNC(=O)OC(C)(C)C)CC1. Starting materials: solution, C(C)(C)(C)[Li] (tert-butyllithium), CCCCC (n-pentane), CN(C=O)C (N,N-dimethylformamide), BrC=1C=C2C(=NNC2=CC1)CC (5-Bromo-3-ethyl-1H-indazole). Solvent: C1CCOC1 (THF). Yields the product C(C)C1=NNC2=CC=C(C=C12)C=O (3-Ethyl-1H-indazole-5-carbaldehyde). RXN SMILES: Br[C:2]1[CH:3]=[C:4]2[C:8](=[CH:9][CH:10]=1)[NH:7][N:6]=[C:5]2[CH2:11][CH3:12].C([Li])(C)(C)C.CCCCC.CN(C)[CH:25]=[O:26]>C1COCC1>[CH2:11]([C:5]1[C:4]2[C:8](=[CH:9][CH:10]=[C:2]([CH:25]=[O:26])[CH:3]=2)[NH:7][N:6]=1)[CH3:12]. Procedure details: A solution of 6.90 g (30.7 mmol) 5-bromo-3-ethyl-1H-indazole (Example 7A) in THF (300 ml) was cooled to −78° C. At this temperature, a 1.7 M solution of tert-butyllithium in n-pentane (63.1 ml, 107 mmol) was slowly added. The mixture was stirred at −78° C. for 30 minutes before N,N-dimethylformamide (80.0 ml) was slowly added. The cooling bath was removed, and stirring was continued until room temperature was reached. Then, water (250 ml) was added carefully. The mixture was extracted several ti... Reactants: N(=[N+]=[N-])CC1CC2=C3C=CC(NC3=CC=C2O1)=O (2-Azidomethyl-1,2,6,7-tetrahydrofuro-[3,2-f]quinoline-7-one), CN(C=O)C (dimethylformamide), [H][H] (hydrogen). The reagents and catalysts are [C].[Pd] (palladium-carbon). The product is NCC1CC=2C(=C3C=CC(NC3=CC2)=O)O1 (2-Aminomethyl-1,2,6,7-tetrahydrofuro-[2,3-f]quinoline-7-one). Reaction SMILES: [N:1]([CH2:4][CH:5]1[O:17][C:16]2[C:7](=[C:8]3[C:13](=[CH:14][CH:15]=2)NC(=O)C=[CH:9]3)[CH2:6]1)=[N+]=[N-].[H][H].[CH3:21][N:22](C)[CH:23]=[O:24]>[C].[Pd]>[NH2:1][CH2:4][CH:5]1[O:17][C:16]2=[C:15]3[C:21](=[CH:9][CH:8]=[C:7]2[CH2:6]1)[NH:22][C:23](=[O:24])[CH:13]=[CH:14]3 |f:3.4|. Procedure: The compound obtained in Example 158 (0.50 g, 2.06 mmol) dissolved in dimethylformamide (12 ml) was combined with 10% palladium-carbon (0.30 g), then stirred in the stream of hydrogen for 1.5 hour. From the reaction mixture, palladium-carbon was filtered off. The filtrate was condensed under reduced pressure, and purified by silica gel column chromatography (eluent; chloroform: ammonia=methanol 15:1). 0.33 g of the tile compound was obtained as pale yellow crystals (74.0%). They were recrystalli... The reactants are O=S1CCN(c2nc(Cl)nc3c(SCc4ccccc4)ncnc23)CC1, C1COCCN1. Product: O=S1CCN(c2nc(N3CCOCC3)nc3c(SCc4ccccc4)ncnc23)CC1. As a reaction SMILES: [CH2:1]([c:2]1[cH:3][cH:4][cH:5][cH:6][cH:7]1)[S:8][c:9]1[n:10][cH:11][n:12][c:13]2[c:14]1[n:15][c:16]([Cl:26])[n:17][c:18]2[N:19]1[CH2:20][CH2:21][S:22](=[O:25])[CH2:23][CH2:24]1.[CH2:27]1[CH2:28][O:29][CH2:30][CH2:31][NH:32]1>>[CH2:1]([c:2]1[cH:3][cH:4][cH:5][cH:6][cH:7]1)[S:8][c:9]1[n:10][cH:11][n:12][c:13]2[c:14]1[n:15][c:16]([N:32]1[CH2:27][CH2:28][O:29][CH2:30][CH2:31]1)[n:17][c:18]2[N:19]1[CH2:20][CH2:21][S:22](=[O:25])[CH2:23][CH2:24]1. Procedure details: To a solution of 1-t-butoxycarbonyl-2,4-dimethyl-5-nitrobenzimidazole (1.26 g, 4.32 mmol) in methanol (15 mL)/ethyl acetate (100 mL) are added 10% palladium-on-carbon (0.1 g) and ammonium formate (1.09 g, 17.3 mmol). The mixture is stirred at room temperature for 3 hours, then filtered on Celite with a methanol wash of the solids. The filtrate is rotary evaporated and the residue is purified by flash chromatography on silica gel, eluting with 20% ethyl acetate in hexane to afford 5-amino-1-t-but... The solvent is CO (methanol). Reactants: C(C)(C)(C)OC(=O)N1C(=NC2=C1C=CC(=C2C)[N+](=O)[O-])C (1-t-butoxycarbonyl-2,4-dimethyl-5-nitrobenzimidazole), C(C)(=O)OCC (ethyl acetate), C(=O)[O-].[NH4+] (ammonium formate). The reagents and catalysts are [Pd] (palladium-on-carbon). The product is NC1=C(C2=C(N(C(=N2)C)C(=O)OC(C)(C)C)C=C1)C (5-amino-1-t-butoxycarbonyl-2,4-dimethylbenzimidazole). As a reaction SMILES: [C:1]([O:5][C:6]([N:8]1[C:12]2[CH:13]=[CH:14][C:15]([N+:18]([O-])=O)=[C:16]([CH3:17])[C:11]=2[N:10]=[C:9]1[CH3:21])=[O:7])([CH3:4])([CH3:3])[CH3:2].C(OCC)(=O)C.C([O-])=O.[NH4+]>CO.[Pd]>[NH2:18][C:15]1[CH:14]=[CH:13][C:12]2[N:8]([C:6]([O:5][C:1]([CH3:2])([CH3:3])[CH3:4])=[O:7])[C:9]([CH3:21])=[N:10][C:11]=2[C:16]=1[CH3:17] |f:2.3|. Reaction conditions: time 3 hour. Starting materials: CC(=O)N(C(C)=O)c1c(C#N)cnn1-c1ccc(Cl)c(Cl)c1Cl, O=C([O-])O, CCO, [Na+]. Product: CC(=O)Nc1c(C#N)cnn1-c1ccc(Cl)c(Cl)c1Cl. As a reaction SMILES: [C:1](#[N:2])[c:3]1[cH:4][n:5][n:6](-[c:15]2[c:16]([Cl:23])[c:17]([Cl:22])[c:18]([Cl:21])[cH:19][cH:20]2)[c:7]1[N:8]([C:9]([CH3:10])=[O:11])[C:12](=[O:13])[CH3:14].[C:24](=[O:25])([OH:26])[O-:27].[CH3:29][CH2:30][OH:31].[Na+:28]>>[C:1](#[N:2])[c:3]1[cH:4][n:5][n:6](-[c:15]2[c:16]([Cl:23])[c:17]([Cl:22])[c:18]([Cl:21])[cH:19][cH:20]2)[c:7]1[NH:8][C:9]([CH3:10])=[O:11]. Starting materials: CC(C)(C)n1nc(-c2cccc([N+](=O)[O-])c2)c2c(N)ncnc21, O=CO, Cl. The product is Nc1ncnc2[nH]nc(-c3cccc([N+](=O)[O-])c3)c12. Reaction SMILES: [C:1]([CH3:2])([CH3:3])([CH3:4])[n:5]1[n:6][c:7](-[c:15]2[cH:16][c:17]([N+:21](=[O:22])[O-:23])[cH:18][cH:19][cH:20]2)[c:8]2[c:9]1[n:10][cH:11][n:12][c:13]2[NH2:14].[CH:24]([OH:25])=[O:26].[ClH:27]>>[nH:5]1[n:6][c:7](-[c:15]2[cH:16][c:17]([N+:21](=[O:22])[O-:23])[cH:18][cH:19][cH:20]2)[c:8]2[c:9]1[n:10][cH:11][n:12][c:13]2[NH2:14].